This data is from the Open Reaction Database (ORD), a public repository of structured organic reaction records. The task is: describe an organic reaction: reactants, conditions, products, and yield Reactants: NC[C@H](CN1CCC(CC1)OC1=CC(=C(C=C1)Cl)Cl)O ((2R)-1-amino-3-[4-(3,4-dichlorophenoxy)piperidin-1-yl]propan-2-ol), NC1=C(C=C(C(=O)O)C=C1)OC (4-amino-3-methoxybenzoic acid). The product is NC1=C(C=C(C(=O)NC[C@H](CN2CCC(CC2)OC2=CC(=C(C=C2)Cl)Cl)O)C=C1)OC (4-Amino-N-{(2R)-3-[4-(3,4-dichlorophenoxy)piperidin-1-yl]-2-hydroxypropyl}-3-methoxybenzamide), solid. As a reaction SMILES: [NH2:1][CH2:2][C@@H:3]([OH:20])[CH2:4][N:5]1[CH2:10][CH2:9][CH:8]([O:11][C:12]2[CH:17]=[CH:16][C:15]([Cl:18])=[C:14]([Cl:19])[CH:13]=2)[CH2:7][CH2:6]1.[NH2:21][C:22]1[CH:30]=[CH:29][C:25]([C:26](O)=[O:27])=[CH:24][C:23]=1[O:31][CH3:32]>>[NH2:21][C:22]1[CH:30]=[CH:29][C:25]([C:26]([NH:1][CH2:2][C@@H:3]([OH:20])[CH2:4][N:5]2[CH2:10][CH2:9][CH:8]([O:11][C:12]3[CH:17]=[CH:16][C:15]([Cl:18])=[C:14]([Cl:19])[CH:13]=3)[CH2:7][CH2:6]2)=[O:27])=[CH:24][C:23]=1[O:31][CH3:32]. Procedure: Prepared as described in Example 1 from (2R)-1-amino-3-[4-(3,4-dichlorophenoxy)piperidin-1-yl]propan-2-ol (0.1 g) and 4-amino-3-methoxybenzoic acid (0.052 g). Title compound obtained as white solid (0.053 g). Reactants: CC(=C)C1=CC=C(OC(C(=O)OC)C)C=C1 (methyl 2-(4-(1-methylethenyl)phenoxy)propanoate), OO (H2O2), OS(=O)(=O)O (H2SO4). Run in CC(=O)C (acetone). The product is OC1=CC=C(OC(C(=O)OC)C)C=C1 (methyl 2-(4-hydroxyphenoxy)propanoate). The yield is 57.0%. As a reaction SMILES: CC([C:4]1[CH:16]=[CH:15][C:7]([O:8][CH:9]([CH3:14])[C:10]([O:12][CH3:13])=[O:11])=[CH:6][CH:5]=1)=C.OO.[OH:19]S(O)(=O)=O>CC(C)=O>[OH:19][C:4]1[CH:16]=[CH:15][C:7]([O:8][CH:9]([CH3:14])[C:10]([O:12][CH3:13])=[O:11])=[CH:6][CH:5]=1. Procedure details: A solution of 10 g methyl 2-(4-(1-methylethenyl)phenoxy)propanoate, 1.2 equivalents 30% aqueous H2O2 in 30 ml acetone, and 0.1 equivalent 98% H2SO4 was refluxed for about 2 hours. Workup gave a 57% yield of methyl 2-(4-hydroxyphenoxy)propanoate. Reactants: IC (iodomethane), ice, C(C)(=O)OC[C@H](CC1=CC=C(C=C1)NC(C1=CC=CC=C1)=O)N(CC1=CC=CC=C1)C[C@@H](COC1=CC=CC=C1)OC(C)=O (N-[4-[(2S)-3-acetoxy-2-[N-[(2S)-2-acetoxy-3-phenoxypropyl]-N-benzylamino]propyl]-phenyl]benzamide), [H-].[Na+] (sodium hydride). The solvent is O1CCCC1 (tetrahydrofuran). Conditions: time 30 minute. The product is C(C1=CC=CC=C1)N(C[C@@H](COC1=CC=CC=C1)O)[C@@H](CC1=CC=C(C=C1)N(C(C1=CC=CC=C1)=O)C)CO (N-[4-[(2S)-2-[N-benzyl-N-[(2S)-2-hydroxy-3-phenoxypropyl]-amino]-3-hydroxypropyl]phenyl]-N-methylbenzamide). Reaction SMILES: C([O:4][CH2:5][C@@H:6]([N:23]([CH2:31][C@H:32]([O:41]C(=O)C)[CH2:33][O:34][C:35]1[CH:40]=[CH:39][CH:38]=[CH:37][CH:36]=1)[CH2:24][C:25]1[CH:30]=[CH:29][CH:28]=[CH:27][CH:26]=1)[CH2:7][C:8]1[CH:13]=[CH:12][C:11]([NH:14][C:15](=[O:22])[C:16]2[CH:21]=[CH:20][CH:19]=[CH:18][CH:17]=2)=[CH:10][CH:9]=1)(=O)C.[H-].[Na+].I[CH3:48]>O1CCCC1>[CH2:24]([N:23]([C@H:6]([CH2:5][OH:4])[CH2:7][C:8]1[CH:9]=[CH:10][C:11]([N:14]([CH3:48])[C:15](=[O:22])[C:16]2[CH:21]=[CH:20][CH:19]=[CH:18][CH:17]=2)=[CH:12][CH:13]=1)[CH2:31][C@H:32]([OH:41])[CH2:33][O:34][C:35]1[CH:40]=[CH:39][CH:38]=[CH:37][CH:36]=1)[C:25]1[CH:30]=[CH:29][CH:28]=[CH:27][CH:26]=1 |f:1.2|. Reported procedure: To an ice-cooled solution of N-[4-[(2S)-3-acetoxy-2-[N-[(2S)-2-acetoxy-3-phenoxypropyl]-N-benzylamino]propyl]-phenyl]benzamide (107 mg) in tetrahydrofuran (1.1 ml) was added sodium hydride (60% in oil, 17 mg), and the mixture was stirred at the same temperature for 30 minutes. To the mixture was added iodomethane (25 μl), and the mixture was stirred at room temperature for 1.5 hours before being partitioned between ethyl acetate and water. The organic layer was separated, washed with brine, drie... Reactants: ClC=1C=C2C(C(NC2=CC1)=O)=CN(C)C (5-Chloro-3-(dimethylaminomethylene)-2(1H,3H)-indolone), ClC=1C=C2CC(NC2=CC1)=O.COC(N(C)C)OC (5-chlorooxindole dimethylformamide dimethylacetal). Yields the product CN(C)C=C1C(NC2=CC=CC=C12)=O (3-(Dimethylaminomethylene)-2(1H,3H)-indolone). As a reaction SMILES: Cl[C:2]1[CH:3]=[C:4]2[C:8](=[CH:9][CH:10]=1)[NH:7][C:6](=[O:11])[C:5]2=[CH:12][N:13]([CH3:15])[CH3:14].ClC1C=C2C(=CC=1)NC(=O)C2.COC(OC)N(C)C>>[CH3:15][N:13]([CH:12]=[C:5]1[C:4]2[C:8](=[CH:9][CH:10]=[CH:2][CH:3]=2)[NH:7][C:6]1=[O:11])[CH3:14] |f:1.2|. Procedure details: A17. 5-Chloro-3-(dimethylaminomethylene)-2(1H,3H)-indolone; 5-chlorooxindole/dimethylformamide dimethylacetal; 67%; 204°-206°. The reactants are ON1C(CCC1=O)=O (N-hydroxysuccinimide), N([C@H](CC1=CC=CC=C1)C(=O)N[C@@H](CC(C)C)C(=O)O)C(=O)OC(C)(C)C (BocDPhe-LeuOH), N[C@@H](CCCC)C(=O)N.Cl (HNleNH2 hydrochloride), C1(CCCCC1)N=C=NC1CCCCC1 (dicyclohexylcarbodiimide). Yields the product N([C@H](CC1=CC=CC=C1)C(=O)N[C@@H](CC(C)C)C(=O)N[C@@H](CCCC)C(=O)N)C(=O)OC(C)(C)C (BocDPhe-Leu-NleNH2). The yield is 60.0%. As a reaction SMILES: [NH:1]([C:21]([O:23][C:24]([CH3:27])([CH3:26])[CH3:25])=[O:22])[C@@H:2]([C:10]([NH:12][C@H:13]([C:18](O)=[O:19])[CH2:14][CH:15]([CH3:17])[CH3:16])=[O:11])[CH2:3][C:4]1[CH:9]=[CH:8][CH:7]=[CH:6][CH:5]=1.[NH2:28][C@H:29]([C:34]([NH2:36])=[O:35])[CH2:30][CH2:31][CH2:32][CH3:33].Cl.C1(N=C=NC2CCCCC2)CCCCC1.ON1C(=O)CCC1=O>>[NH:1]([C:21]([O:23][C:24]([CH3:27])([CH3:26])[CH3:25])=[O:22])[C@@H:2]([C:10]([NH:12][C@H:13]([C:18]([NH:28][C@H:29]([C:34]([NH2:36])=[O:35])[CH2:30][CH2:31][CH2:32][CH3:33])=[O:19])[CH2:14][CH:15]([CH3:17])[CH3:16])=[O:11])[CH2:3][C:4]1[CH:5]=[CH:6][CH:7]=[CH:8][CH:9]=1 |f:1.2|. Reported procedure: Condensation of BocDPheOH (2.65 g.) and HLeuOBz hydrobromide salt (3.02 g.) by the mixed anhydride method using diphenylphosphinyl chloride gave BocDPhe-LeuOBz in 54% yield. Debenzylation of BocDPhe-LeuOBz (2.25 g.) by hydrogenation with palladium catalyst gave BocDPhe-LeuOH in 87% yield. Condensation of BocDPhe-LeuOH (1.50 g.) and HNleNH2 hydrochloride salt (0.667 g.) using dicyclohexylcarbodiimide and N-hydroxysuccinimide gave BocDPhe-Leu-NleNH2 in 60% yield. De-t-butoxycarbonylation of BocDPh... Starting materials: C(C)(C)(C)OC(=O)NC=1SC(=CN1)C(=O)OCC (ethyl 2-(tert-butoxycarbonylamino)thiazole-5-carboxylate), [OH-].[K+] (KOH), Cl (HCl). Solvent: CCO.O (EtOH H2O). Yields the product C(C)(C)(C)OC(=O)NC=1SC(=CN1)C(=O)O (2-(tert-butoxycarbonylamino)thiazole-5-carboxylic acid). The yield is 85.6%. Reaction SMILES: [C:1]([O:5][C:6]([NH:8][C:9]1[S:10][C:11]([C:14]([O:16]CC)=[O:15])=[CH:12][N:13]=1)=[O:7])([CH3:4])([CH3:3])[CH3:2].[OH-].[K+].Cl>CCO.O>[C:1]([O:5][C:6]([NH:8][C:9]1[S:10][C:11]([C:14]([OH:16])=[O:15])=[CH:12][N:13]=1)=[O:7])([CH3:4])([CH3:2])[CH3:3] |f:1.2,4.5|. Procedure details: A solution of ethyl 2-(tert-butoxycarbonylamino)thiazole-5-carboxylate (5 g, 18.36 mmol) and KOH (10.3 g, 184 mmol) in EtOH/H2O (1:1) (60 mL) was stirred at RT for 12 hrs. The solution was acidified with 1N HCl and the precipitate was filtered and dried, yielding 2-(tert-butoxycarbonylamino)thiazole-5-carboxylic acid (3.84 g, 86%) as a white solid.